Dataset: the Open Reaction Database (ORD), a public repository of structured organic reaction records. Task: describe an organic reaction: reactants, conditions, products, and yield The reactants are COC1=CC=CC=2C(N3C(NC12)=CC(=N3)C(=O)O)=O (4,9-dihydro-5-methoxy-9-oxo-pyrazolo[5,1-b]-quinazoline-2-carboxylic acid), hydrate, Br (hydrobromic acid). The solvent is C(C)(=O)O (acetic acid). The product is OC1=CC=CC=2C(N3C(NC12)=CC(=N3)C(=O)O)=O (4,9-Dihydro-5-hydroxy-9-oxo-pyrazolo[5,1-b]quinazoline-2-carboxylic acid). The yield is 76.2%. As a reaction SMILES: C[O:2][C:3]1[C:12]2[NH:11][C:10]3=[CH:13][C:14]([C:16]([OH:18])=[O:17])=[N:15][N:9]3[C:8](=[O:19])[C:7]=2[CH:6]=[CH:5][CH:4]=1.Br>C(O)(=O)C>[OH:2][C:3]1[C:12]2[NH:11][C:10]3=[CH:13][C:14]([C:16]([OH:18])=[O:17])=[N:15][N:9]3[C:8](=[O:19])[C:7]=2[CH:6]=[CH:5][CH:4]=1. Reported procedure: From 4,9-dihydro-5-methoxy-9-oxo-pyrazolo[5,1-b]-quinazoline-2-carboxylic acid (1.04 g), 48% hydrobromic acid (25 ml) and acetic acid (25 ml), following the procedure of Example 3, there is obtained the desired product (0.75 g) as the quarter hydrate. mp 326°-330° C.